This data is from the Open Reaction Database (ORD), a public repository of structured organic reaction records. The task is: describe an organic reaction: reactants, conditions, products, and yield Starting materials: COc1ccc(COC(c2ccccc2)(c2ccc(OC)cc2)C2CC(O)CN2CCCCCCNC(=O)OCc2ccccc2)cc1, CCOC(C)=O. Product: COc1ccc(COC(c2ccccc2)(c2ccc(OC)cc2)C2CC(O)CN2CCCCCCN)cc1. As a reaction SMILES: [CH2:1]([O:2][C:3](=[O:4])[NH:10][CH2:11][CH2:12][CH2:13][CH2:14][CH2:15][CH2:16][N:17]1[CH:18]([C:23]([O:24][CH2:25][c:26]2[cH:27][cH:28][c:29]([O:32][CH3:33])[cH:30][cH:31]2)([c:34]2[cH:35][cH:36][cH:37][cH:38][cH:39]2)[c:40]2[cH:41][cH:42][c:43]([O:46][CH3:47])[cH:44][cH:45]2)[CH2:19][CH:20]([OH:22])[CH2:21]1)[c:5]1[cH:6][cH:7][cH:8][cH:9][cH:48]1.[CH3:49][CH2:50][O:51][C:52](=[O:53])[CH3:54]>>[NH2:10][CH2:11][CH2:12][CH2:13][CH2:14][CH2:15][CH2:16][N:17]1[CH:18]([C:23]([O:24][CH2:25][c:26]2[cH:27][cH:28][c:29]([O:32][CH3:33])[cH:30][cH:31]2)([c:34]2[cH:35][cH:36][cH:37][cH:38][cH:39]2)[c:40]2[cH:41][cH:42][c:43]([O:46][CH3:47])[cH:44][cH:45]2)[CH2:19][CH:20]([OH:22])[CH2:21]1. The reactants are C(C1=CC=CC=C1)OC1=CC(NC=C1)=O (4-benzyloxy-1H-pyridin-2-one), IC1=CC=C(C=C1)OC1OCCCC1 (2-[(4-iodophenyl)oxy]tetrahydropyran), cuprous iodide, C([O-])([O-])=O.[K+].[K+] (potassium carbonate), CN(C=O)C (N,N-dimethylformamide). Run in O (water). Reaction conditions: temperature 150 celsius, time 8 hour. The product is C(C1=CC=CC=C1)OC1=CC(N(C=C1)C1=CC=C(C=C1)OC1OCCCC1)=O (4-benzyloxy-1-{4-[(2-tetrahydropyranyl)oxy]phenyl}-1H-pyridin-2-one). The yield is 57.5%. RXN SMILES: [CH2:1]([O:8][C:9]1[CH:14]=[CH:13][NH:12][C:11](=[O:15])[CH:10]=1)[C:2]1[CH:7]=[CH:6][CH:5]=[CH:4][CH:3]=1.I[C:17]1[CH:22]=[CH:21][C:20]([O:23][CH:24]2[CH2:29][CH2:28][CH2:27][CH2:26][O:25]2)=[CH:19][CH:18]=1.C(=O)([O-])[O-].[K+].[K+].CN(C)C=O>O>[CH2:1]([O:8][C:9]1[CH:14]=[CH:13][N:12]([C:17]2[CH:22]=[CH:21][C:20]([O:23][CH:24]3[CH2:29][CH2:28][CH2:27][CH2:26][O:25]3)=[CH:19][CH:18]=2)[C:11](=[O:15])[CH:10]=1)[C:2]1[CH:3]=[CH:4][CH:5]=[CH:6][CH:7]=1 |f:2.3.4|. Procedure details: A mixture of 4-benzyloxy-1H-pyridin-2-one (7.04 g, 35.0 mmols), 2-[(4-iodophenyl)oxy]tetrahydropyran (13.6 g, 44.8 mmols), cuprous iodide (2.1 g, 11.2 mmols), potassium carbonate (10.3 g, 73.5 mmols) and N,N-dimethylformamide (200 mL) was stirred overnight at 150° C. The reaction liquid was cooled to room temperature, into which water (1.2 L) was poured, and the formed insoluble matter was recovered by filtration. Chloroform (300 mL) was added to the insoluble matter, followed by another filtrat... Starting materials: CCO, [Cl-], [Fe], CC(C)(C)OC(=O)Cn1ccc2ccc([N+](=O)[O-])cc21, [NH4+]. The product is CC(C)(C)OC(=O)Cn1ccc2ccc(N)cc21. RXN SMILES: [CH3:24][CH2:25][OH:26].[Cl-:21].[Fe:23].[N+:1]([O-:2])(=[O:3])[c:4]1[cH:5][cH:6][c:7]2[cH:8][cH:9][n:10]([CH2:13][C:14](=[O:15])[O:16][C:17]([CH3:18])([CH3:19])[CH3:20])[c:11]2[cH:12]1.[NH4+:22]>>[NH2:1][c:4]1[cH:5][cH:6][c:7]2[cH:8][cH:9][n:10]([CH2:13][C:14](=[O:15])[O:16][C:17]([CH3:18])([CH3:19])[CH3:20])[c:11]2[cH:12]1.